This data is from the Open Reaction Database (ORD), a public repository of structured organic reaction records. The task is: describe an organic reaction: reactants, conditions, products, and yield Starting materials: COC(=O)C(O)COCCO[Si](c1ccccc1)(c1ccccc1)C(C)(C)C, Clc1cccnc1-n1ncc2c(Cl)ncnc21, [H-], [Na+], C1CCOC1. Product: COC(=O)C(COCCO[Si](c1ccccc1)(c1ccccc1)C(C)(C)C)Oc1ncnc2c1cnn2-c1ncccc1Cl. RXN SMILES: [C:3]([CH3:4])([CH3:5])([CH3:6])[Si:7]([O:8][CH2:9][CH2:10][O:11][CH2:12][CH:13]([C:14](=[O:15])[O:16][CH3:17])[OH:18])([c:19]1[cH:20][cH:21][cH:22][cH:23][cH:24]1)[c:25]1[cH:26][cH:27][cH:28][cH:29][cH:30]1.[Cl:31][c:32]1[c:33]2[c:34]([n:35][cH:36][n:37]1)[n:38](-[c:41]1[n:42][cH:43][cH:44][cH:45][c:46]1[Cl:47])[n:39][cH:40]2.[H-:1].[Na+:2].[O:48]1[CH2:49][CH2:50][CH2:51][CH2:52]1>>[C:3]([CH3:4])([CH3:5])([CH3:6])[Si:7]([O:8][CH2:9][CH2:10][O:11][CH2:12][CH:13]([C:14](=[O:15])[O:16][CH3:17])[O:18][c:32]1[c:33]2[c:34]([n:35][cH:36][n:37]1)[n:38](-[c:41]1[n:42][cH:43][cH:44][cH:45][c:46]1[Cl:47])[n:39][cH:40]2)([c:19]1[cH:20][cH:21][cH:22][cH:23][cH:24]1)[c:25]1[cH:26][cH:27][cH:28][cH:29][cH:30]1. Starting materials: N(C(=N)N)C=1SC=C(N1)CSCCC#N (3-(2-Guanidino-4-thiazolylmethylthio)propionitrile), CO (methanol), Cl (Hydrogen chloride). Solvent: C(Cl)(Cl)Cl (chloroform). Reaction conditions: temperature 2 celsius, time 20 hour. The product is N(C(=N)N)C=1SC=C(N1)CSCCC(OC)=N (methyl 3-(2-guanidino-4thiazolylmethylthio)propionimidate). As a reaction SMILES: [NH:1]([C:5]1[S:6][CH:7]=[C:8]([CH2:10][S:11][CH2:12][CH2:13][C:14]#[N:15])[N:9]=1)[C:2]([NH2:4])=[NH:3].Cl.[CH3:17][OH:18]>C(Cl)(Cl)Cl>[NH:1]([C:5]1[S:6][CH:7]=[C:8]([CH2:10][S:11][CH2:12][CH2:13][C:14](=[NH:15])[O:18][CH3:17])[N:9]=1)[C:2]([NH2:4])=[NH:3]. Reported procedure: 3-(2-Guanidino-4-thiazolylmethylthio)propionitrile (12.82 g) was dissolved in a mixture of dry methanol (75 ml) and dry chloroform (150 ml) and the stirred solution was cooled (under nitrogen) in an ice-salt bath to 2° C. Hydrogen chloride gas (dried) was passed through the solution for three hours, keeping the temperature at 0°-10° C. The solution was then allowed to stand in a stoppered flask at ca 0° C. for 20 hours. The solvents were removed at reduced pressure and the oily residue added to ... The reactants are COC(C=CC1=C(C=CC(=C1)Cl)OCC(=O)N1[C@@H](CN([C@H](C1)C)CC1=CC=C(C=C1)F)C)=O (3-(5-chloro-2-{2-[4-(4-fluoro-benzyl)-(2R,5S)-2,5-dimethyl-piperazin-1-yl]-2-oxo-ethoxy}-phenyl)-acrylic acid methyl ester), O.[OH-].[Li+] (lithium hydroxide hydrate). The solvent is O1CCCC1 (tetrahydrofuran), CO (methanol), O (water). Product: ClC=1C=CC(=C(C1)C=CC(=O)O)OCC(=O)N1[C@@H](CN([C@H](C1)C)CC1=CC=C(C=C1)F)C (3-(5-Chloro-2-{2-[4-(4-fluoro-benzyl)-(2R,5S)-2,5-dimethyl-piperazin-1-yl]-2-oxo-ethoxy}-phenyl)-acrylic acid). As a reaction SMILES: C[O:2][C:3](=[O:33])[CH:4]=[CH:5][C:6]1[CH:11]=[C:10]([Cl:12])[CH:9]=[CH:8][C:7]=1[O:13][CH2:14][C:15]([N:17]1[CH2:22][C@H:21]([CH3:23])[N:20]([CH2:24][C:25]2[CH:30]=[CH:29][C:28]([F:31])=[CH:27][CH:26]=2)[CH2:19][C@H:18]1[CH3:32])=[O:16].O.[OH-].[Li+]>O1CCCC1.CO.O>[Cl:12][C:10]1[CH:9]=[CH:8][C:7]([O:13][CH2:14][C:15]([N:17]2[CH2:22][C@H:21]([CH3:23])[N:20]([CH2:24][C:25]3[CH:26]=[CH:27][C:28]([F:31])=[CH:29][CH:30]=3)[CH2:19][C@H:18]2[CH3:32])=[O:16])=[C:6]([CH:5]=[CH:4][C:3]([OH:33])=[O:2])[CH:11]=1 |f:1.2.3|. Procedure details: To a solution of 3-(5-chloro-2-{2-[4-(4-fluoro-benzyl)-(2R,5S)-2,5-dimethyl-piperazin-1-yl]-2-oxo-ethoxy}-phenyl)-acrylic acid methyl ester (0.060 g, 0.13 mmol) in tetrahydrofuran, methanol and water (1 ml each) was added lithium hydroxide hydrate (0.020 g, 0.51 mmol). After 1 hour at 50° C. the reaction was concentrated and the title compound was isolated by chromatography on silica gel (0.032 g, LRMS: 461.1).